From a dataset of the Open Reaction Database (ORD), a public repository of structured organic reaction records. describe an organic reaction: reactants, conditions, products, and yield Procedure details: Combine 1-dimethylamino-2-nitroethylene (1.93 g, 16.58 mmol) and TFA (10.0 ml) and stir until dissolved. Add 6-ethoxycarbonyl-1H-indole (3.14 g, 16.58 mmol) and stir at ambient temperature. After 1 hour, pour the reaction mixture into ice/water, extract with ethyl acetate, then evaporate to residue. Stir the residue in warm ethanol, cool to ambient temperature, then filter and dry to give the title compound as a dark yellow powder: mp 241° C. MS (ACPI): m/e 261.1 (M+1). Analysis for C13H12N2O4: ... Starting materials: ice water, CN(C=C[N+](=O)[O-])C (1-dimethylamino-2-nitroethylene), C(=O)(C(F)(F)F)O (TFA), C(C)OC(=O)C1=CC=C2C=CNC2=C1 (6-ethoxycarbonyl-1H-indole). Yields the product [N+](=O)([O-])C=CC1=CNC2=CC(=CC=C12)C(=O)OCC (3-(2-Nitrovinyl)-6-ethoxycarbonyl-1H-indole). RXN SMILES: CN(C)[CH:3]=[CH:4][N+:5]([O-:7])=[O:6].C(O)(C(F)(F)F)=O.[CH2:16]([O:18][C:19]([C:21]1[CH:29]=[C:28]2[C:24]([CH:25]=[CH:26][NH:27]2)=[CH:23][CH:22]=1)=[O:20])[CH3:17]>>[N+:5]([CH:4]=[CH:3][C:25]1[C:24]2[C:28](=[CH:29][C:21]([C:19]([O:18][CH2:16][CH3:17])=[O:20])=[CH:22][CH:23]=2)[NH:27][CH:26]=1)([O-:7])=[O:6]. Run at time 1 hour. Reactants: O=[N+]([O-])O, O=C(O)c1ccccc1I, O=S(=O)(O)O. The product is O=C(O)c1cc([N+](=O)[O-])ccc1I. Reaction SMILES: [OH:11][N+:12]([O-:13])=[O:14].[OH:1][C:2](=[O:3])[c:4]1[cH:5][cH:6][cH:7][cH:8][c:9]1[I:10].[S:15](=[O:16])(=[O:17])([OH:18])[OH:19]>>[OH:1][C:2](=[O:3])[c:4]1[cH:5][c:6]([N+:12](=[O:11])[O-:13])[cH:7][cH:8][c:9]1[I:10]. The reactants are C(CCC)C=1N(C2=C(C(=NC=3C=NC=CC23)N)N1)CC(C)C (2-butyl-1-(2-methylpropyl)-1H-imidazo[4,5-c][1,7]naphthyridin-4-amine), [H][H] (hydrogen). The reagents and catalysts are [Pt]=O (platinum oxide). The solvent is FC(C(=O)O)(F)F (trifluoroacetic acid). Yields the product C(CCC)C=1N(C2=C(C(=NC=3CNCCC23)N)N1)CC(C)C (6,7,8,9-tetrahydro-2-butyl-1-(2-methylpropyl)-1H-imidazo[4,5-c][1,7]naphthyridin-4-amine). Reaction SMILES: [CH2:1]([C:5]1[N:6]([CH2:19][CH:20]([CH3:22])[CH3:21])[C:7]2[C:16]3[CH:15]=[CH:14][N:13]=[CH:12][C:11]=3[N:10]=[C:9]([NH2:17])[C:8]=2[N:18]=1)[CH2:2][CH2:3][CH3:4].[H][H]>FC(F)(F)C(O)=O.[Pt]=O>[CH2:1]([C:5]1[N:6]([CH2:19][CH:20]([CH3:21])[CH3:22])[C:7]2[C:16]3[CH2:15][CH2:14][NH:13][CH2:12][C:11]=3[N:10]=[C:9]([NH2:17])[C:8]=2[N:18]=1)[CH2:2][CH2:3][CH3:4]. Procedure: A catalytic amount of platinum oxide was added to a solution of 2-butyl-1-(2-methylpropyl)-1H-imidazo[4,5-c][1,7]naphthyridin-4-amine (0.5 g, 1.68 mol)) in trifluoroacetic acid (20 mL). The reaction mixture was reduced on a Parr apparatus at 50 psi (3.5 Kg/cm2) hydrogen pressure overnight. The reaction mixture was filtered and washed with methanol to remove the catalyst. The filtrate was concentrated under vacuum. The residue was combined with dichloromethane and aqueous sodium bicarbonate was a... Reactants: Cl.C(C)N=C=NCCCN(C)C (1-ethyl-3-(3-dimethylaminopropyl)carbodiimide hydro-chloride), ON1N=NC2=C1C=CC=C2 (1-hydroxybenzotriazole), CN(C)C1=NC=CC=C1 (dimethylaminopyridine), C(O)([O-])=O.[Na+] (sodium hydrogencarbonate), N1N=CC2=CC(=CC=C12)NC1CN(CCC1)C(C(=O)O)C1=CC=CC=C1 (2-[3-(1H-5-Indazolylamino)piperidino]-2-phenylacetic acid), CN(C=O)C (dimethylformamide). Run at time 18 hour. Yields the product COC=1C=C(CNC(C(C2=CC=CC=C2)N2CC(CCC2)NC=2C=C3C=NNC3=CC2)=O)C=CC1OC (N1-(3,4-Dimethoxybenzyl)-2-[3-(1H-5-indazolylamino)piperidino]-2-phenylacetamide). Reaction SMILES: [NH:1]1[C:9]2[C:4](=[CH:5][C:6]([NH:10][CH:11]3[CH2:16][CH2:15][CH2:14][N:13]([CH:17]([C:21]4[CH:26]=[CH:25][CH:24]=[CH:23][CH:22]=4)[C:18]([OH:20])=O)[CH2:12]3)=[CH:7][CH:8]=2)[CH:3]=[N:2]1.Cl.C(N=C=N[CH2:33][CH2:34][CH2:35][N:36](C)C)C.ON1[C:44]2[CH:45]=CC=[CH:48][C:43]=2N=N1.CN(C1C=CC=CN=1)C.[C:58](=[O:61])([O-])O.[Na+].CN(C)[CH:65]=[O:66]>>[CH3:65][O:66][C:44]1[CH:45]=[C:34]([CH:33]=[CH:48][C:43]=1[O:61][CH3:58])[CH2:35][NH:36][C:18](=[O:20])[CH:17]([N:13]1[CH2:14][CH2:15][CH2:16][CH:11]([NH:10][C:6]2[CH:5]=[C:4]3[C:9](=[CH:8][CH:7]=2)[NH:1][N:2]=[CH:3]3)[CH2:12]1)[C:21]1[CH:26]=[CH:25][CH:24]=[CH:23][CH:22]=1 |f:1.2,5.6|. Reported procedure: Veratolylamine (257 mg) and the compound prepared in Example 222 (350 mg) were dissolved in dimethylformamide (2 ml), and 1-ethyl-3-(3-dimethylaminopropyl)carbodiimide hydro-chloride (256 mg), 1-hydroxybenzotriazole (227 mg), and dimethylaminopyridine (10 mg) were added to the solution. The reaction mixture was stirred at room temperature for 18 hr. A saturated aqueous sodium hydrogencarbonate solution (2 ml) was then added thereto, and the mixture was extracted with chloroform-propanol (3/1). T... Reactants: C(C=C)(=O)OCC(CCCC)CC (2-ethylhexyl acrylate), C(=C)N1C(CCC1)=O (N-vinyl-2-pyrrolidone), C(C=C)(=O)O (acrylic acid), N(=NC(C#N)(C)C)C(C#N)(C)C (azobisisobutyronitrile). Run in C(C)(=O)OCC (ethyl acetate). Product: CCCCC(CC)C(=O)O (2-EHA). RXN SMILES: C([O:5][CH2:6][CH:7]([CH2:12][CH3:13])[CH2:8][CH2:9][CH2:10][CH3:11])(=O)C=C.C(N1CCCC1=[O:21])=C.C(O)(=O)C=C.N(C(C)(C)C#N)=NC(C)(C)C#N>C(OCC)(=O)C>[CH3:11][CH2:10][CH2:9][CH2:8][CH:7]([C:6]([OH:5])=[O:21])[CH2:12][CH3:13]. Reported procedure: Under an inert gas atmosphere, 72 parts by weight of 2-ethylhexyl acrylate, 25 parts by weight of N-vinyl-2-pyrrolidone, 3 parts by weight of acrylic acid, and 0.2 part by weight of azobisisobutyronitrile were added to ethyl acetate, and then the contents were mixed. The mixture was subjected to solution polymerization at 60° C. Thus, a solution (solid content: 28 w t %) of an acrylic copolymer (2-EHA/AA/N-VP=72/3/25) was obtained. Reactants: Brc1cncc(Br)c1, O=C([O-])[O-], C1COCCO1, Cc1noc(C)c1B1OC(C)(C)C(C)(C)O1, [Cl-], ClCCl, [K+], [K+], O. The product is Cc1noc(C)c1-c1cncc(Br)c1. Reaction SMILES: [Br:1][c:2]1[cH:3][n:4][cH:5][c:6]([Br:7])[cH:8]1.[C:25](=[O:26])([O-:27])[O-:28].[CH2:35]1[O:36][CH2:37][CH2:38][O:39][CH2:40]1.[CH3:9][c:10]1[n:11][o:12][c:13]([CH3:24])[c:14]1[B:15]1[O:16][C:17]([CH3:18])([CH3:19])[C:20]([CH3:21])([CH3:22])[O:23]1.[Cl-:34].[Cl:31][CH2:32][Cl:33].[K+:29].[K+:30].[OH2:41]>>[c:2]1(-[c:14]2[c:10]([CH3:9])[n:11][o:12][c:13]2[CH3:24])[cH:3][n:4][cH:5][c:6]([Br:7])[cH:8]1.